Task: describe an organic reaction: reactants, conditions, products, and yield. Dataset: the Open Reaction Database (ORD), a public repository of structured organic reaction records The reactants are CCO, C=Cc1c(C(=O)OCC)noc1-c1ccccn1. Yields the product CCOC(=O)c1noc(-c2ccccn2)c1CC. Reaction SMILES: [CH3:19][CH2:20][OH:21].[n:1]1[c:2](-[c:7]2[c:8]([CH:17]=[CH2:18])[c:9]([C:12](=[O:13])[O:14][CH2:15][CH3:16])[n:10][o:11]2)[cH:3][cH:4][cH:5][cH:6]1>>[n:1]1[c:2](-[c:7]2[c:8]([CH2:17][CH3:18])[c:9]([C:12](=[O:13])[O:14][CH2:15][CH3:16])[n:10][o:11]2)[cH:3][cH:4][cH:5][cH:6]1. Starting materials: CCOC(=O)CCCCC(C1=C(C)C(=O)C(C)=C(C)C1=O)c1cccs1, CC(C)OC(C)C, Cl, C1CCOC1. Yields the product CC1=C(C)C(=O)C(C(CCCCC(=O)O)c2cccs2)=C(C)C1=O. RXN SMILES: [CH3:2][C:3]1=[C:4]([CH:13]([CH2:14][CH2:15][CH2:16][CH2:17][C:18](=[O:19])[O:20][CH2:21][CH3:22])[c:23]2[s:24][cH:25][cH:26][cH:27]2)[C:5](=[O:12])[C:6]([CH3:11])=[C:7]([CH3:10])[C:8]1=[O:9].[CH:28]([O:29][CH:30]([CH3:31])[CH3:32])([CH3:33])[CH3:34].[ClH:1].[O:35]1[CH2:36][CH2:37][CH2:38][CH2:39]1>>[CH3:2][C:3]1=[C:4]([CH:13]([CH2:14][CH2:15][CH2:16][CH2:17][C:18](=[O:19])[OH:20])[c:23]2[s:24][cH:25][cH:26][cH:27]2)[C:5](=[O:12])[C:6]([CH3:11])=[C:7]([CH3:10])[C:8]1=[O:9]. Procedure details: Prepared as a diacetate salt by the method of example 6 using 2-methylpropyl 2-methyl-6-(2,3,4,5-tetrahydro-1,4-benzoxazepin-7-yl)-1H-imidazo[4,5-b]pyridine-1-carboxylate and 1-(4-chloro-5-ethyl-6-methylpyrimidin-2-yl)-N,N-dimethylmethanamine (reagent preparation 17) in step 3. 1H NMR (400 MHz, DMSO-d6) δ 8.51 (br s, 1H), 8.03 (br s, 1H), 7.67 (d, 1H), 7.52 (dd, 1H), 7.02 (d, 1H), 4.63 (s, 2H), 4.35-4.30 (m, 2H), 3.83-3.78 (m, 2H), 3.32 (s, 2H), 2.65-2.57 (m, 1H), 2.54 (s, 3H), 2.52-2.45 (m, 1H ... Yields the product C(C)C=1C(=NC(=NC1N1CCOC2=C(C1)C=C(C=C2)C=2C=C1C(=NC2)NC(=N1)C)CN(C)C)C (1-{5-ethyl-4-methyl-6-[7-(2-methyl-3H-imidazo[4,5-b]pyridin-6-yl)-2,3-dihydro-1,4-benzoxazepin-4(5H)-yl]pyrimidin-2-yl}-N,N-dimethylmethanamine). Reaction SMILES: CC(CC(O)=O)=O.[CH3:8][C:9]1[N:10](C(OCC(C)C)=O)[C:11]2[C:12]([N:28]=1)=[N:13][CH:14]=[C:15]([C:17]1[CH:18]=[CH:19][C:20]3[O:26][CH2:25][CH2:24][NH:23][CH2:22][C:21]=3[CH:27]=1)[CH:16]=2.Cl[C:37]1[C:42]([CH2:43][CH3:44])=[C:41]([CH3:45])[N:40]=[C:39]([CH2:46][N:47]([CH3:49])[CH3:48])[N:38]=1>>[CH2:43]([C:42]1[C:41]([CH3:45])=[N:40][C:39]([CH2:46][N:47]([CH3:49])[CH3:48])=[N:38][C:37]=1[N:23]1[CH2:22][C:21]2[CH:27]=[C:17]([C:15]3[CH:16]=[C:11]4[N:10]=[C:9]([CH3:8])[NH:28][C:12]4=[N:13][CH:14]=3)[CH:18]=[CH:19][C:20]=2[O:26][CH2:25][CH2:24]1)[CH3:44]. The reactants are CC(=O)CC(=O)O (diacetate), CC=1N(C=2C(=NC=C(C2)C=2C=CC3=C(CNCCO3)C2)N1)C(=O)OCC(C)C (2-methylpropyl 2-methyl-6-(2,3,4,5-tetrahydro-1,4-benzoxazepin-7-yl)-1H-imidazo[4,5-b]pyridine-1-carboxylate), ClC1=NC(=NC(=C1CC)C)CN(C)C (1-(4-chloro-5-ethyl-6-methylpyrimidin-2-yl)-N,N-dimethylmethanamine). Starting materials: C(C)(C)(C)OC(NC(C1=CC=C(C=C1)CNC(=O)[C@@H]1CCC=2N1C(C(=CN2)NS(=O)(=O)C)=O)=N)=O ((S)-[imino-(4-{[(3-methanesulfonylamino-4-oxo-4,6,7,8-tetrahydro-pyrrolo[1,2-a]pyrimidine-6-carbonyl)-amino]-methyl)-phenyl)-methyl]-carbamic acid tert-butyl ester), C(C)(C)(C)OC(NC(=N)C1=CC=C(C=C1)CNC(=O)[C@@H]1CCC=2N1C(C(=CN2)N)=O)=O ((S)-[(4-{[(3-amino-4-oxo-4,6,7,8-tetrahydro-pyrrolo[1,2-a]pyrimidine-6-carbonyl)-amino]-methyl}-phenyl)-imino-methyl]-carbamic acid tert-butyl ester), C1(=CC=CC=C1)S(=O)(=O)Cl (benzene sulfonyl chloride). Yields the product C(C)(C)(C)OC(NC(C1=CC=C(C=C1)CNC(=O)[C@@H]1CCC=2N1C(C(=CN2)NS(=O)(=O)C2=CC=CC=C2)=O)=N)=O ((S)-[imino-(4-{[(3-benzenesulfonylamino-4-oxo-4,6,7,8-tetrahydro-pyrrolo[1,2-a]pyrimidine-6-carbonyl)-amino]-methyl}-phenyl)-methyl]-carbamic acid tert-butyl ester). Yield: 80.1%. As a reaction SMILES: [C:1]([O:5][C:6](=[O:35])[NH:7][C:8](=[NH:34])[C:9]1[CH:14]=[CH:13][C:12]([CH2:15][NH:16][C:17]([C@H:19]2[N:23]3[C:24](=[O:33])[C:25]([NH:28][S:29]([CH3:32])(=[O:31])=[O:30])=[CH:26][N:27]=[C:22]3[CH2:21][CH2:20]2)=[O:18])=[CH:11][CH:10]=1)([CH3:4])([CH3:3])[CH3:2].C(OC(=O)NC([C:45]1[CH:50]=[CH:49]C(CNC([C@H]2N3C(=O)C(N)=CN=C3CC2)=O)=[CH:47][CH:46]=1)=N)(C)(C)C.C1(S(Cl)(=O)=O)C=CC=CC=1>>[C:1]([O:5][C:6](=[O:35])[NH:7][C:8](=[NH:34])[C:9]1[CH:14]=[CH:13][C:12]([CH2:15][NH:16][C:17]([C@H:19]2[N:23]3[C:24](=[O:33])[C:25]([NH:28][S:29]([C:32]4[CH:49]=[CH:50][CH:45]=[CH:46][CH:47]=4)(=[O:31])=[O:30])=[CH:26][N:27]=[C:22]3[CH2:21][CH2:20]2)=[O:18])=[CH:11][CH:10]=1)([CH3:4])([CH3:2])[CH3:3]. Procedure details: Following a procedure similar to that for the preparation of intermediate 16a, intermediate 1j (50 mg, 0.117 mmol) and benzene sulfonyl chloride (22.8 mg, 0.129 mmol) yielded 53.6 mg (80.1%) of intermediate 17a. MS (ESI) 567.0 (M+H+). Reactants: Clc1nccn2c(C3CCC3)ncc12, ClCCl, O=C1CCC(=O)N1I, CN(C)C=O. Product: Clc1nccn2c(C3CCC3)nc(I)c12. RXN SMILES: [Cl:1][c:2]1[c:3]2[n:4]([cH:5][cH:6][n:7]1)[c:8]([CH:11]1[CH2:12][CH2:13][CH2:14]1)[n:9][cH:10]2.[Cl:28][CH2:29][Cl:30].[O:15]=[C:16]1[N:17]([I:22])[C:18](=[O:19])[CH2:20][CH2:21]1.[O:23]=[CH:24][N:25]([CH3:26])[CH3:27]>>[Cl:1][c:2]1[c:3]2[n:4]([cH:5][cH:6][n:7]1)[c:8]([CH:11]1[CH2:12][CH2:13][CH2:14]1)[n:9][c:10]2[I:22]. Reactants: BrCCCSC1=CC=C(C=C1)C(CCCCC(=O)OC)=O (methyl 4-(3-bromopropylthio)epsilon-oxobenzenehexanoate), CCCC1=C(C=CC(=C1O)C(=O)C)O (2,4-dihydroxy-3-propylacetophenone), C([O-])([O-])=O.[K+].[K+] (potassium carbonate). The solvent is C(C)C(=O)C (methyl ethyl ketone). Yields the product C(C)(=O)C1=C(C(=C(OCCCSC2=CC=C(C=C2)C(CCCCC(=O)OC)=O)C=C1)CCC)O (methyl 4-(3-(4-acetyl-3-hydroxy-2-propylphenoxy)-propylthio)-epsilon-oxo-benzenehexanoate). Reaction SMILES: Br[CH2:2][CH2:3][CH2:4][S:5][C:6]1[CH:11]=[CH:10][C:9]([C:12](=[O:21])[CH2:13][CH2:14][CH2:15][CH2:16][C:17]([O:19][CH3:20])=[O:18])=[CH:8][CH:7]=1.[CH3:22][CH2:23][CH2:24][C:25]1[C:30]([OH:31])=[C:29]([C:32]([CH3:34])=[O:33])[CH:28]=[CH:27][C:26]=1[OH:35].C(=O)([O-])[O-].[K+].[K+]>C(C(C)=O)C>[C:32]([C:29]1[CH:28]=[CH:27][C:26]([O:35][CH2:2][CH2:3][CH2:4][S:5][C:6]2[CH:11]=[CH:10][C:9]([C:12](=[O:21])[CH2:13][CH2:14][CH2:15][CH2:16][C:17]([O:19][CH3:20])=[O:18])=[CH:8][CH:7]=2)=[C:25]([CH2:24][CH2:23][CH3:22])[C:30]=1[OH:31])(=[O:33])[CH3:34] |f:2.3.4|. Reported procedure: The compound of Step A above, (2.0 g, 5.36 mmoles), 2,4-dihydroxy-3-propylacetophenone (2.08 g, 10.72 mmole) and potassium carbonate (3.0 g, 21.44 mmole) were stirred in methyl ethyl ketone (100 ml) and heated at reflux for three hours. The reaction mixture was filtered and concentrated in vacuo. The residue was dissolved in ether-methanol and extracted with 1N NaOH (3×50 ml). The organics were dried and concentrated in vacuo. The residue was triturated with methanol, filtered and dried, to yiel... The reactants are IC1=CC=C(C(=O)OCC)C=C1 (ethyl 4-iodobenzoate), C(C)[C@H]1NC(OC1)=O ((R)-4-ethyloxazolidin-2-one). Product: C(C)[C@H]1N(C(OC1)=O)C1=CC=C(C(=O)O)C=C1 ((R)-4-(4-ethyl-2-oxooxazolidin-3-yl)benzoic acid). Reaction SMILES: I[C:2]1[CH:12]=[CH:11][C:5]([C:6]([O:8]CC)=[O:7])=[CH:4][CH:3]=1.[CH2:13]([C@@H:15]1[CH2:19][O:18][C:17](=[O:20])[NH:16]1)[CH3:14]>>[CH2:13]([C@@H:15]1[CH2:19][O:18][C:17](=[O:20])[N:16]1[C:2]1[CH:3]=[CH:4][C:5]([C:6]([OH:8])=[O:7])=[CH:11][CH:12]=1)[CH3:14]. Procedure: By reaction and treatment in the same manner as in Preparation Example 18 and using ethyl 4-iodobenzoate (1.4 mL) and (R)-4-ethyloxazolidin-2-one (979 mg) described in Preparation Example 26, the title compound (2.6 g) was obtained.